Dataset: the Open Reaction Database (ORD), a public repository of structured organic reaction records. Task: describe an organic reaction: reactants, conditions, products, and yield The reactants are β-lactam, BrC(C(=O)NC(=O)NC)(C)C (1-(2-bromo-2-methylpropionyl)-3-methylurea), [Na+].C(C)(=O)OCC=1CS[C@H]2N(C1C(=O)[O-])C([C@H]2NC(\C(=N/O)\C=2OC=CC2)=O)=O ((6R,7R)-3-acetoxymethyl-7-[Z-2-(fur-2-yl)-2-hydroxyiminoacetamido]-ceph-3-em-4-carboxylic acid sodium salt), CCO (EtOH). Solvent: CS(=O)C (DMSO), CS(=O)C (DMSO). Product: C(C)(=O)OCC=1CS[C@H]2N(C1C(=O)O)C([C@H]2NC(\C(=N/OC(C)(C)C(=O)NC(=O)NC)\C=2OC=CC2)=O)=O ((6R,7R)-3-Acetoxymethyl-7-{Z-2-(fur-2-yl)-2-[2-(3-methylureidocarbonyl)prop-2-yloxyimino]acetamido}-ceph-3-em-4-carboxylic acid). The yield is 76.0%. Reaction SMILES: Br[C:2]([CH3:11])([CH3:10])[C:3]([NH:5][C:6]([NH:8][CH3:9])=[O:7])=[O:4].[Na+].[C:13]([O:16][CH2:17][C:18]1[CH2:19][S:20][C@@H:21]2[C@H:28]([NH:29][C:30](=[O:39])/[C:31](/[C:34]3[O:35][CH:36]=[CH:37][CH:38]=3)=[N:32]\[OH:33])[C:27](=[O:40])[N:22]2[C:23]=1[C:24]([O-:26])=[O:25])(=[O:15])[CH3:14].CCO>CS(C)=O>[C:13]([O:16][CH2:17][C:18]1[CH2:19][S:20][C@@H:21]2[C@H:28]([NH:29][C:30](=[O:39])/[C:31](/[C:34]3[O:35][CH:36]=[CH:37][CH:38]=3)=[N:32]\[O:33][C:2]([C:3]([NH:5][C:6]([NH:8][CH3:9])=[O:7])=[O:4])([CH3:11])[CH3:10])[C:27](=[O:40])[N:22]2[C:23]=1[C:24]([OH:26])=[O:25])(=[O:15])[CH3:14] |f:1.2|. Procedure: This compound was prepared from 1-(2-bromo-2-methylpropionyl)-3-methylurea and (6R,7R)-3-acetoxymethyl-7-[Z-2-(fur-2-yl)-2-hydroxyiminoacetamido]-ceph-3-em-4-carboxylic acid sodium salt by the method described in Example 1. [α]D22 +84.6° (c 0.65, DMSO), λmax (EtOH) 274 nm (ε 16,900), νmax (Nujol) 3340 (NH), 3700-2100 (bonded OH), 1790 (β-lactam), 1740 (OCOCH3), 1700 (CO2H), 1690, 1540 cm-1 (--CONH--, --CONHCONH--), τ (DMSO d6) 2.25, 3.2, 3.35 (fur-2-yl), 8.51, 8.52 (C(Me)2), 0.5 (--CONHCO), 1.75... The reactants are S1C=C(C=C1)B(O)O (3-thiopheneboronic acid), BrC=1C=C(C=CC1N1CCN(CC1)S(=O)(=O)C=1SC=CC1)C(C(F)(F)F)(C(F)(F)F)O (2-(3-bromo-4-(4-(2-thiophenylsulfonyl)-1-piperazinyl)phenyl)-1,1,1,3,3,3-hexafluoro-2-propanol). The product is FC(C(C(F)(F)F)(O)C1=CC(=C(C=C1)N1CCN(CC1)S(=O)(=O)C=1SC=CC1)C1=CSC=C1)(F)F (1,1,1,3,3,3-hexafluoro-2-(3-(3-thiophenyl)-4-(4-(2-thiophenylsulfonyl)-1-piperazinyl)phenyl)-2-propanol). As a reaction SMILES: [S:1]1[CH:5]=[CH:4][C:3](B(O)O)=[CH:2]1.Br[C:10]1[CH:11]=[C:12]([C:30]([OH:39])([C:35]([F:38])([F:37])[F:36])[C:31]([F:34])([F:33])[F:32])[CH:13]=[CH:14][C:15]=1[N:16]1[CH2:21][CH2:20][N:19]([S:22]([C:25]2[S:26][CH:27]=[CH:28][CH:29]=2)(=[O:24])=[O:23])[CH2:18][CH2:17]1>>[F:32][C:31]([F:34])([F:33])[C:30]([C:12]1[CH:13]=[CH:14][C:15]([N:16]2[CH2:21][CH2:20][N:19]([S:22]([C:25]3[S:26][CH:27]=[CH:28][CH:29]=3)(=[O:24])=[O:23])[CH2:18][CH2:17]2)=[C:10]([C:3]2[CH:4]=[CH:5][S:1][CH:2]=2)[CH:11]=1)([OH:39])[C:35]([F:38])([F:37])[F:36]. Procedure: Following the procedure outlined for Example 69, 3-thiopheneboronic acid (17.8 mg, 0.139 mmol, Sigma-Aldrich, St. Louis, Mo.) was coupled to 2-(3-bromo-4-(4-(2-thiophenylsulfonyl)-1-piperazinyl)phenyl)-1,1,1,3,3,3-hexafluoro-2-propanol, the reaction mixture was filtered, concentrated, and the residue was subjected to reverse-phase preparative HPLC using a Phenomenex Gemini-NX (C18 110 A column (100×21 mm, 5 μm) eluting with 0.1% NH4OH in CH3CN/H2O (5% to 95% over 8 min)) to afford 1,1,1,3,3,3-he... The reactants are O=C(O)c1c(C2CC2)cc(C(F)(F)F)cc1C(F)(F)F, Cl, Cl, NC1CCCCC1N1CCCC1. The product is O=C(NC1CCCCC1N1CCCC1)c1c(C2CC2)cc(C(F)(F)F)cc1C(F)(F)F. Reaction SMILES: [CH:15]1([c:18]2[c:19]([C:20](=[O:21])[OH:22])[c:23]([C:31]([F:32])([F:33])[F:34])[cH:24][c:25]([C:27]([F:28])([F:29])[F:30])[cH:26]2)[CH2:16][CH2:17]1.[ClH:1].[ClH:2].[N:3]1([CH:8]2[CH:9]([NH2:14])[CH2:10][CH2:11][CH2:12][CH2:13]2)[CH2:4][CH2:5][CH2:6][CH2:7]1>>[N:3]1([CH:8]2[CH:9]([NH:14][C:20]([c:19]3[c:18]([CH:15]4[CH2:16][CH2:17]4)[cH:26][c:25]([C:27]([F:28])([F:29])[F:30])[cH:24][c:23]3[C:31]([F:32])([F:33])[F:34])=[O:21])[CH2:10][CH2:11][CH2:12][CH2:13]2)[CH2:4][CH2:5][CH2:6][CH2:7]1. Reactants: CN(CCCCC\C=C/C1=CC=C(C(=O)C2=CC=CC=C2)C=C1)C (4-[(Z)-7-(dimethylamino)-1-heptenyl]benzophenone). Reagents/catalysts: [Pd] (palladium on carbon). The solvent is CO (methanol). Reaction conditions: time 2.5 hour. Yields the product CN(CCCCCCCC1=CC=C(C(=O)C2=CC=CC=C2)C=C1)C (4-[7-(dimethylamino)heptyl]benzophenone). Isolated yield 97.6%. As a reaction SMILES: [CH3:1][N:2]([CH3:24])[CH2:3][CH2:4][CH2:5][CH2:6][CH2:7]/[CH:8]=[CH:9]\[C:10]1[CH:23]=[CH:22][C:13]([C:14]([C:16]2[CH:21]=[CH:20][CH:19]=[CH:18][CH:17]=2)=[O:15])=[CH:12][CH:11]=1>CO.[Pd]>[CH3:24][N:2]([CH3:1])[CH2:3][CH2:4][CH2:5][CH2:6][CH2:7][CH2:8][CH2:9][C:10]1[CH:11]=[CH:12][C:13]([C:14]([C:16]2[CH:21]=[CH:20][CH:19]=[CH:18][CH:17]=2)=[O:15])=[CH:22][CH:23]=1. Procedure details: 1.12 g of 4-[(Z)-7-(dimethylamino)-1-heptenyl]benzophenone were dissolved in 30 ml of methanol, 20 mg of 5 percent palladium on carbon were added thereto and the suspension was stirred under hydrogen at normal pressure and room temperature for 2.5 hours. The reaction mixture was filtered through silica gel and the filtrate was evaporated. There were obtained 1.10 g (98%) of 4-[7-(dimethylamino)heptyl]benzophenone as a colourless oil. The reactants are O=C([O-])[O-], CC(C)=O, ClCCN1CCOCC1, Cl, O=[N+]([O-])c1ccc(O)cc1F, [K+], [K+]. Yields the product O=[N+]([O-])c1ccc(OCCN2CCOCC2)cc1F. Reaction SMILES: [C:22](=[O:23])([O-:24])[O-:25].[CH3:28][C:29](=[O:30])[CH3:31].[Cl:13][CH2:14][CH2:15][N:16]1[CH2:17][CH2:18][O:19][CH2:20][CH2:21]1.[ClH:12].[F:1][c:2]1[cH:3][c:4]([OH:11])[cH:5][cH:6][c:7]1[N+:8](=[O:9])[O-:10].[K+:26].[K+:27]>>[F:1][c:2]1[cH:3][c:4]([O:11][CH2:14][CH2:15][N:16]2[CH2:17][CH2:18][O:19][CH2:20][CH2:21]2)[cH:5][cH:6][c:7]1[N+:8](=[O:9])[O-:10]. Starting materials: C(C)(=O)O (acetic acid), [Si](C)(C)(C(C)(C)C)O[C@H]1C[C@@](O[C@@H]1C(O)OC)(N1C(=O)NC(=O)C(C)=C1)C (3′-O-t-butyldimethylsilyl-5′-C-methoxy-methylthymidine), 3′-O-t-butyldimethylsilyl-5′-(R)-C,O-methylenethymidine, C([O-])([O-])=O.[K+].[K+] (potassium carbonate), C(C)(=O)OCC (Ethyl acetate). The solvent is CO (methanol). Product: [Si](C)(C)(C(C)(C)C)O[C@H]1C[C@@H](O[C@@H]1C(O)COC)N1C(=O)NC(=O)C(C)=C1 (3′-O-t-butyldimethylsilyl-5′-C-methoxymethylthymidine). As a reaction SMILES: C(=O)([O-])[O-].[K+].[K+].[C:7]([O:10][CH2:11]C)(=O)C.C(O)(=O)C.[Si:17]([O:24][C@@H:25]1[C@@H:29]([CH:30](OC)[OH:31])[O:28][C@@:27](C)([N:34]2[CH:42]=[C:40]([CH3:41])[C:38](=[O:39])[NH:37][C:35]2=[O:36])[CH2:26]1)([C:20]([CH3:23])([CH3:22])[CH3:21])([CH3:19])[CH3:18]>CO>[Si:17]([O:24][C@@H:25]1[C@@H:29]([CH:30]([CH2:7][O:10][CH3:11])[OH:31])[O:28][C@@H:27]([N:34]2[CH:42]=[C:40]([CH3:41])[C:38](=[O:39])[NH:37][C:35]2=[O:36])[CH2:26]1)([C:20]([CH3:23])([CH3:22])[CH3:21])([CH3:19])[CH3:18] |f:0.1.2|. Reported procedure: A solution of 3′-O-t-butyldimethylsilyl-5′-(R)-C,O-methylenethymidine (1.84 g, 5 mmol) and anhydrous potassium carbonate (1.38 g, 10 mmol) in methanol was stirred at room temperature for 90 h. Ethyl acetate (70 ml) was added and the mixture neutralized with acetic acid to pH 7. Solvents were evaporated and the residue was dissolved in methylene chloride (30 ml). Precipitates were filtered and the solution concentrated- The residue was purified by chromatography on silica (EtOAc-hexane, 1:1) to g... The reactants are C(CN)N (ethane-1,2-diamine), N12CC(C(CC1)CC2)C2=CNC1=CC=C(C=C21)O (3-(1-azabicyclo[2.2.2]oct-3-yl)-1H-indol-5-ol), OC=1C=C2C=CNC2=CC1 (5-hydroxy-1H-indole), N12CC(C(CC1)CC2)=O (3-quinuclidinone). The reagents and catalysts are O=[Mn]=O (MnO2). The solvent is CN(C)C=O (DMF). Reaction conditions: time 18 hour. The product is N12CC(C(CC1)CC2)C2=CNC1=C2C=2N=CC=NC2C=C1 (9-(1-azabicyclo[2.2.2]oct-3-yl)-7H-pyrrolo[3,2-f]quinoxaline). As a reaction SMILES: [CH2:1]([NH2:4])[CH2:2][NH2:3].[N:5]12[CH2:12][CH2:11][CH:8]([CH2:9][CH2:10]1)[CH:7]([C:13]1[C:21]3[C:16](=[CH:17][CH:18]=[C:19](O)[CH:20]=3)[NH:15][CH:14]=1)[CH2:6]2.OC1C=C2C(=CC=1)NC=C2.N12CCC(CC1)C(=O)C2>CN(C=O)C.O=[Mn]=O>[N:5]12[CH2:12][CH2:11][CH:8]([CH2:9][CH2:10]1)[CH:7]([C:13]1[C:21]3[C:20]4[N:3]=[CH:2][CH:1]=[N:4][C:19]=4[CH:18]=[CH:17][C:16]=3[NH:15][CH:14]=1)[CH2:6]2. Procedure: 0.2 mmol of ethane-1,2-diamine and 1 mmol of MnO2 are added to a solution of 0.1 mmol of 3-(1-azabicyclo[2.2.2]oct-3-yl)-1H-indol-5-ol (prepared analogously to Example 1.1 to 1.2 by reaction of 5-hydroxy-1H-indole with 3-quinuclidinone followed by hydrogenation) in 2 ml of DMF, and the mixture is stirred at room temperature for 18 hours. The suspension is filtered through Celite and subjected to conventional work-up, giving 9-(1-azabicyclo[2.2.2]oct-3-yl)-7H-pyrrolo[3,2-f]quinoxaline; ESI 279. Reactants: COC=1C=C2C(=CC=NC2=CC1OC)OC1=CC=C(C=C1)N (6,7-Dimethoxy-4-(4-aminophenoxy)quinoline), C(C1=CC=NC=C1)(=O)O (isonicotinic acid), Cl.C(C)N=C=NCCCN(C)C (1-ethyl-3-(3'-dimethylaminopropyl)carbodiimide hydrochloride). The solvent is CN(C=O)C (N,N-dimethylformamide). Run at time 62 hour. Yields the product COC=1C=C2C(=CC=NC2=CC1OC)OC1=CC=C(C=C1)NC(=O)C1=CC=NC=C1 (N-{4-[(6,7-Dimethoxy-4-quinolinyl)oxy]phenyl}-4-pyridinecarboxamide). The yield is 30.6%. Reaction SMILES: [CH3:1][O:2][C:3]1[CH:4]=[C:5]2[C:10](=[CH:11][C:12]=1[O:13][CH3:14])[N:9]=[CH:8][CH:7]=[C:6]2[O:15][C:16]1[CH:21]=[CH:20][C:19]([NH2:22])=[CH:18][CH:17]=1.[C:23](O)(=[O:30])[C:24]1[CH:29]=[CH:28][N:27]=[CH:26][CH:25]=1.Cl.C(N=C=NCCCN(C)C)C>CN(C)C=O>[CH3:1][O:2][C:3]1[CH:4]=[C:5]2[C:10](=[CH:11][C:12]=1[O:13][CH3:14])[N:9]=[CH:8][CH:7]=[C:6]2[O:15][C:16]1[CH:17]=[CH:18][C:19]([NH:22][C:23]([C:24]2[CH:29]=[CH:28][N:27]=[CH:26][CH:25]=2)=[O:30])=[CH:20][CH:21]=1 |f:2.3|. Reported procedure: 6,7-Dimethoxy-4-(4-aminophenoxy)quinoline (53 mg) and commercially available isonicotinic acid (45 mg) were dissolved in N,N-dimethylformamide (2 ml), 1-ethyl-3-(3'-dimethylaminopropyl)carbodiimide hydrochloride (98 mg) was added, and the admixture was stirred at room temperature for 62 hours. The reaction mixture was then purified in the same manner as described in Example 51 to obtain 22 mg of the title compound (yield: 31%). Reactants: CI (Methyl iodide), NC1=NC=C(C=N1)C=1C2=C(N=C(N1)N1CCOCC1)N(CC2)[C@@]2(CN(CC2)C(NC(CO)(C)C)=S)C ((S)-3-(4-(2-aminopyrimidin-5-yl)-2-morpholino-5,6-dihydro-7H-pyrrolo[2,3-d]pyrimidin-7-yl)-N-(1-hydroxy-2-methylpropan-2-yl)-3-methylpyrrolidine-1-carbothioamide), C(C)(C)N(CC)C(C)C (diisopropylethylamine). Solvent: C(Cl)Cl (DCM), C(C)O (ethanol). Conditions: time 23 hour. Product: CC1(N=C(OC1)N1C[C@@](CC1)(C)N1CCC2=C1N=C(N=C2C=2C=NC(=NC2)N)N2CCOCC2)C (5-{7-[(3S)-1-(4,4-dimethyl-4,5-dihydro-1,3-oxazol-2-yl)-3-methylpyrrolidin-3-yl]-2-(morpholin-4-yl)-6,7-dihydro-5H-pyrrolo[2,3-d]pyrimidin-4-yl}pyrimidin-2-amine). Yield: 36.3%. RXN SMILES: CI.[NH2:3][C:4]1[N:9]=[CH:8][C:7]([C:10]2[C:11]3[CH2:24][CH2:23][N:22]([C@@:25]4([CH3:38])[CH2:29][CH2:28][N:27]([C:30](=S)[NH:31][C:32]([CH3:36])([CH3:35])[CH2:33][OH:34])[CH2:26]4)[C:12]=3[N:13]=[C:14]([N:16]3[CH2:21][CH2:20][O:19][CH2:18][CH2:17]3)[N:15]=2)=[CH:6][N:5]=1.C(N(C(C)C)CC)(C)C>C(Cl)Cl.C(O)C>[CH3:36][C:32]1([CH3:35])[CH2:33][O:34][C:30]([N:27]2[CH2:28][CH2:29][C@@:25]([N:22]3[C:12]4[N:13]=[C:14]([N:16]5[CH2:17][CH2:18][O:19][CH2:20][CH2:21]5)[N:15]=[C:10]([C:7]5[CH:8]=[N:9][C:4]([NH2:3])=[N:5][CH:6]=5)[C:11]=4[CH2:24][CH2:23]3)([CH3:38])[CH2:26]2)=[N:31]1. Procedure details: Methyl iodide (15.2 μL, 0.24 mmol) was added to a solution of (S)-3-(4-(2-aminopyrimidin-5-yl)-2-morpholino-5,6-dihydro-7H-pyrrolo[2,3-d]pyrimidin-7-yl)-N-(1-hydroxy-2-methylpropan-2-yl)-3-methylpyrrolidine-1-carbothioamide (38.0 mg, 0.074 mmol) and diisopropylethylamine (28.3 μL, 0.16 mmol) in DCM (0.74 mL) and ethanol (0.74 mL) and the mixture was stirred at room temperature for 23 h. The reaction mixture was partitioned between DCM and 50% brine solution. The organic layer was separated, drie... Reactants: C(N)(=O)C=1SC=CC1NC(C(=O)O)C1=CC=CC=C1 (2-(2-carbamoylthiophen-3-ylamino)-2-phenylacetic acid), N12C[C@@H](C(CC1)CC2)O ((R)-quinuclidin-3-ol), C1CCC(CC1)N=C=NC2CCCCC2 (DCC), C=1C=CC2=C(C1)N=NN2O (HOBT). Run in C1CCOC1 (THF). Run at time 8 hour. The product is C(N)(=O)C=1SC=CC1NC(C(=O)O[C@H]1CN2CCC1CC2)C2=CC=CC=C2 ((R)-quinuclidin-3-yl 2-(2-carbamoylthiophen-3-ylamino)-2-phenylacetate). The yield is 5.9%. As a reaction SMILES: [C:1]([C:4]1[S:5][CH:6]=[CH:7][C:8]=1[NH:9][CH:10]([C:14]1[CH:19]=[CH:18][CH:17]=[CH:16][CH:15]=1)[C:11]([OH:13])=[O:12])(=[O:3])[NH2:2].[N:20]12[CH2:27][CH2:26][CH:23]([CH2:24][CH2:25]1)[C@@H:22](O)[CH2:21]2.C1CCC(N=C=NC2CCCCC2)CC1.C1C=CC2N(O)N=NC=2C=1>C1COCC1>[C:1]([C:4]1[S:5][CH:6]=[CH:7][C:8]=1[NH:9][CH:10]([C:14]1[CH:19]=[CH:18][CH:17]=[CH:16][CH:15]=1)[C:11]([O:13][C@@H:22]1[CH:23]2[CH2:26][CH2:27][N:20]([CH2:25][CH2:24]2)[CH2:21]1)=[O:12])(=[O:3])[NH2:2]. Reported procedure: A mixture of 2-(2-carbamoylthiophen-3-ylamino)-2-phenylacetic acid (I7) (389 mg, 1.41 mmol), (R)-quinuclidin-3-ol (215 mg, 1.69 mmol), DCC (349 mg, 1.69 mmol) and HOBT (259 mg, 1.69 mmol) in dry THF (5 ml) was stirred at room temperature overnight. THF was evaporated, and the crude product was taken up with EtOAc and washed twice with 2M K2CO3. The organic phase was dried over Na2SO4, filtered and evaporated to dryness. The crude product was purified by preparative HPLC. The fractions with the p...